This data is from the Open Reaction Database (ORD), a public repository of structured organic reaction records. The task is: describe an organic reaction: reactants, conditions, products, and yield Reactants: NC=1N=C2C(=NC1)N(C=C2C(=O)NC(C)(C)C)COCC[Si](C)(C)C (2-amino-N-tert-butyl-5-((2-(trimethylsilyl)ethoxy)methyl)-5H-pyrrolo[2,3-b]pyrazine-7-carboxamide), BrC=1C=NC=C(C1)S(=O)(=O)C (3-bromo-5-(methylsulfonyl)pyridine), CC1(C2=C(C(=CC=C2)P(C3=CC=CC=C3)C4=CC=CC=C4)OC5=C(C=CC=C51)P(C6=CC=CC=C6)C7=CC=CC=C7)C (xantphos), C([O-])([O-])=O.[Cs+].[Cs+] (cesium carbonate). The reagents and catalysts are C=1C=CC(=CC1)/C=C/C(=O)/C=C/C2=CC=CC=C2.C=1C=CC(=CC1)/C=C/C(=O)/C=C/C2=CC=CC=C2.C=1C=CC(=CC1)/C=C/C(=O)/C=C/C2=CC=CC=C2.[Pd].[Pd] (Pd2(dba)3). Run in O1CCOCC1 (dioxane). Conditions: temperature 150 celsius. Product: C(C)(C)(C)NC(=O)C1=CN(C2=NC=C(N=C21)NC=2C=NC=C(C2)S(=O)(=O)C)COCC[Si](C)(C)C (N-tert-butyl-2-(5-(methylsulfonyl)pyridin-3-ylamino)-5-((2-(trimethylsilyl)ethoxy)methyl)-5H-pyrrolo[2,3-b]pyrazine-7-carboxamide). Isolated yield 95.3%. RXN SMILES: [NH2:1][C:2]1[N:3]=[C:4]2[C:10]([C:11]([NH:13][C:14]([CH3:17])([CH3:16])[CH3:15])=[O:12])=[CH:9][N:8]([CH2:18][O:19][CH2:20][CH2:21][Si:22]([CH3:25])([CH3:24])[CH3:23])[C:5]2=[N:6][CH:7]=1.Br[C:27]1[CH:28]=[N:29][CH:30]=[C:31]([S:33]([CH3:36])(=[O:35])=[O:34])[CH:32]=1.CC1(C)C2C(=C(P(C3C=CC=CC=3)C3C=CC=CC=3)C=CC=2)OC2C(P(C3C=CC=CC=3)C3C=CC=CC=3)=CC=CC1=2.C(=O)([O-])[O-].[Cs+].[Cs+]>O1CCOCC1.C1C=CC(/C=C/C(/C=C/C2C=CC=CC=2)=O)=CC=1.C1C=CC(/C=C/C(/C=C/C2C=CC=CC=2)=O)=CC=1.C1C=CC(/C=C/C(/C=C/C2C=CC=CC=2)=O)=CC=1.[Pd].[Pd]>[C:14]([NH:13][C:11]([C:10]1[C:4]2[C:5](=[N:6][CH:7]=[C:2]([NH:1][C:27]3[CH:28]=[N:29][CH:30]=[C:31]([S:33]([CH3:36])(=[O:35])=[O:34])[CH:32]=3)[N:3]=2)[N:8]([CH2:18][O:19][CH2:20][CH2:21][Si:22]([CH3:25])([CH3:24])[CH3:23])[CH:9]=1)=[O:12])([CH3:15])([CH3:16])[CH3:17] |f:3.4.5,7.8.9.10.11|. Procedure details: To a mixture of 2-amino-N-tert-butyl-5-((2-(trimethylsilyl)ethoxy)methyl)-5H-pyrrolo[2,3-b]pyrazine-7-carboxamide (92 mg, 253 mol), 3-bromo-5-(methylsulfonyl)pyridine (77.7 mg, 329 mol), xantphos (43.9 mg, 75.9 mol), Pd2(dba)3 (23.2 mg, 25.3 mol) and cesium carbonate (165 mg, 506 mol) in dioxane (2 mL) was heated in a microwave at 150° C. for 20 min. The mixture was cooled then filtered through a pad of celite. The filtrate was concentrated in vacuo then purified by chromatography (silica, 30-70... The reactants are CI, CC(C)=O, [K+], [K+], O=C([O-])[O-], Sc1nc2c([nH]1)CCCC2. Yields the product CSc1nc2c([nH]1)CCCC2. Reaction SMILES: [CH3:17][I:18].[CH3:19][C:20](=[O:21])[CH3:22].[K+:11].[K+:12].[O-:13][C:14]([O-:15])=[O:16].[nH:1]1[c:2]([SH:10])[n:3][c:4]2[c:5]1[CH2:6][CH2:7][CH2:8][CH2:9]2>>[n:1]1[c:2]([S:10][CH3:14])[nH:3][c:4]2[c:5]1[CH2:6][CH2:7][CH2:8][CH2:9]2. The reactants are Cc1cccc(CCOc2ccc(C=C3SC(=O)NC3=O)cc2)n1, C1COCCO1. Yields the product Cc1cccc(CCOc2ccc(CC3SC(=O)NC3=O)cc2)n1. RXN SMILES: [CH3:1][c:2]1[cH:3][cH:4][cH:5][c:6]([CH2:8][CH2:9][O:10][c:11]2[cH:12][cH:13][c:14]([CH:15]=[C:16]3[C:17](=[O:22])[NH:18][C:19](=[O:21])[S:20]3)[cH:23][cH:24]2)[n:7]1.[O:25]1[CH2:26][CH2:27][O:28][CH2:29][CH2:30]1>>[CH3:1][c:2]1[cH:3][cH:4][cH:5][c:6]([CH2:8][CH2:9][O:10][c:11]2[cH:12][cH:13][c:14]([CH2:15][CH:16]3[C:17](=[O:22])[NH:18][C:19](=[O:21])[S:20]3)[cH:23][cH:24]2)[n:7]1. Starting materials: [OH-].OC1=C(SC2=[N+]1CCC1=C2C=CS1)C1=CC=CC=C1 (5,6-dihydro-3-hydroxy-2-phenyl-thiazolo[3,2-a]thieno[3,2-c]pyridinium hydroxide), 3-butyl-2. The solvent is C1(=CC=CC=C1)C (toluene). Product: C(C)(=O)C=1C=C(C(N2CCC3=C(C12)C=CS3)=O)C3=CC=CC=C3 (10-acetyl-4,5-dihydro-8-phenyl-7H-thieno-[3,2-a]quinolizin-7-one). Reaction SMILES: [OH-:1].[OH:2][C:3]1[N+:7]2[CH2:8][CH2:9][C:10]3[S:14][CH:13]=[CH:12][C:11]=3[C:6]=2S[C:4]=1[C:15]1[CH:20]=[CH:19][CH:18]=[CH:17][CH:16]=1>C1(C)C=CC=CC=1>[C:4]([C:15]1[CH:16]=[C:4]([C:15]2[CH:20]=[CH:19][CH:18]=[CH:17][CH:16]=2)[C:3](=[O:2])[N:7]2[C:6]=1[C:11]1[CH:12]=[CH:13][S:14][C:10]=1[CH2:9][CH2:8]2)(=[O:1])[CH3:3] |f:0.1|. Procedure: A solution of 1 g of 5,6-dihydro-3-hydroxy-2-phenyl-thiazolo[3,2-a]thieno[3,2-c]pyridinium hydroxide (internal salt) and 0.23 g of 3-butyl-2-one in 10 ml of toluene was stirred at room temperature for 48 hours. The solution was evaporated in vacuo and the residue was chromatographed on silica gel with toluene/ethyl acetate (9:1). There was obtained pure 10-acetyl-4,5-dihydro-8-phenyl-7H-thieno-[3,2-a]quinolizin-7-one of m.p. 181°-182° (from ethyl acetate). Conditions: time 40 minute. Procedure: A suspension of ((1-(t-butoxycarbonyl)piperidin-4-yl)methyl)triphenylphosphonium iodide (5.29 g, 9.00 mmol, from Procedure 17, Step C) in THF (70 mL) was stirred at rt for 40 min. A toluene solution of potassium bis(trimethylsilyl)amide (18 mL, 0.5 M, 9.0 mmol) was added, giving an orange suspension. After 40 min., crude 2,2-difluoro-2-(2-pyridyl)-1-methoxyethanol (940 mg, 4.97 mmol) was added in THF (20 mL). After an additional 50 min., the mixture was quenched by the addition of saturated aq. ... Reaction SMILES: [I-].[C:2]([O:6][C:7]([N:9]1[CH2:14][CH2:13][CH:12]([CH2:15][P+](C2C=CC=CC=2)(C2C=CC=CC=2)C2C=CC=CC=2)[CH2:11][CH2:10]1)=[O:8])([CH3:5])([CH3:4])[CH3:3].C1(C)C=CC=CC=1.C[Si]([N-][Si](C)(C)C)(C)C.[K+].[F:52][C:53]([F:64])([C:58]1[CH:63]=[CH:62][CH:61]=[CH:60][N:59]=1)[CH:54](OC)O>C1COCC1>[C:2]([O:6][C:7]([N:9]1[CH2:10][CH2:11][CH:12]([CH:15]=[CH:54][C:53]([F:64])([F:52])[C:58]2[CH:63]=[CH:62][CH:61]=[CH:60][N:59]=2)[CH2:13][CH2:14]1)=[O:8])([CH3:3])([CH3:4])[CH3:5] |f:0.1,3.4|. Reactants: FC(C(O)OC)(C1=NC=CC=C1)F (2,2-difluoro-2-(2-pyridyl)-1-methoxyethanol), C1(=CC=CC=C1)C (toluene), C[Si](C)(C)[N-][Si](C)(C)C.[K+] (potassium bis(trimethylsilyl)amide), [I-].C(C)(C)(C)OC(=O)N1CCC(CC1)C[P+](C1=CC=CC=C1)(C1=CC=CC=C1)C1=CC=CC=C1 (((1-(t-Butoxycarbonyl)piperidin-4-yl)methyl)triphenylphosphonium iodide). Product: C(C)(C)(C)OC(=O)N1CCC(CC1)C=CC(C1=NC=CC=C1)(F)F (1-(t-Butoxycarbonyl)-4-(3,3-difluoro-3-(2-pyridyl)prop-1-en-1-yl)piperidine). The yield is 0.1%. The solvent is C1CCOC1 (THF), C1CCOC1 (THF).